From a dataset of the Open Reaction Database (ORD), a public repository of structured organic reaction records. describe an organic reaction: reactants, conditions, products, and yield Starting materials: CCOC(=O)c1ccc(NC(=O)Nc2cccc(-c3c(C(=O)c4ccccc4)cnc4c(C(F)(F)F)cccc34)c2)cc1, [Li+], [OH-]. Product: O=C(Nc1ccc(C(=O)O)cc1)Nc1cccc(-c2c(C(=O)c3ccccc3)cnc3c(C(F)(F)F)cccc23)c1. As a reaction SMILES: [C:1]([c:2]1[cH:3][cH:4][cH:5][cH:6][cH:7]1)(=[O:8])[c:9]1[cH:10][n:11][c:12]2[c:13]([C:40]([F:41])([F:42])[F:43])[cH:14][cH:15][cH:16][c:17]2[c:18]1-[c:19]1[cH:20][c:21]([NH:25][C:26](=[O:27])[NH:28][c:29]2[cH:30][cH:31][c:32]([C:33](=[O:34])[O:35][CH2:36][CH3:37])[cH:38][cH:39]2)[cH:22][cH:23][cH:24]1.[Li+:45].[OH-:44]>>[C:1]([c:2]1[cH:3][cH:4][cH:5][cH:6][cH:7]1)(=[O:8])[c:9]1[cH:10][n:11][c:12]2[c:13]([C:40]([F:41])([F:42])[F:43])[cH:14][cH:15][cH:16][c:17]2[c:18]1-[c:19]1[cH:20][c:21]([NH:25][C:26](=[O:27])[NH:28][c:29]2[cH:30][cH:31][c:32]([C:33](=[O:34])[OH:35])[cH:38][cH:39]2)[cH:22][cH:23][cH:24]1. The reactants are COC(CC(=O)C1=CC2=C(S1)C=C(C(=C2)OC)OC)=O (3-(5,6-dimethoxybenzo[b]thien-2-yl)-3-oxo-propanoic acid methyl ester), C(C)(=O)O (acetic acid), [H-].[Na+] (Sodium hydride), C(C)OC(CBr)=O (ethylbromoacetate). The solvent is O1CCCC1 (tetrahydrofuran), O (water), O1CCCC1 (tetrahydrofuran). Reaction conditions: time 45 minute. Product: COC1=CC2=C(SC(=C2)C(CCC(=O)O)=O)C=C1OC (4-(5,6-dimethoxy-benzo[b]thien-2-yl)-4-oxo-butanoic acid). RXN SMILES: [H-].[Na+].CO[C:5](=O)[CH2:6][C:7]([C:9]1[S:13][C:12]2[CH:14]=[C:15]([O:20][CH3:21])[C:16]([O:18][CH3:19])=[CH:17][C:11]=2[CH:10]=1)=[O:8].C([O:25][C:26](=[O:29])CBr)C.C(O)(=O)C>O1CCCC1.O>[CH3:19][O:18][C:16]1[C:15]([O:20][CH3:21])=[CH:14][C:12]2[S:13][C:9]([C:7](=[O:8])[CH2:6][CH2:5][C:26]([OH:29])=[O:25])=[CH:10][C:11]=2[CH:17]=1 |f:0.1|. Procedure details: Sodium hydride (60% dispersion in oil, 1.37 g) in dry tetrahydrofuran (15 ml) was stirred at room temperature under an atmosphere of nitrogen and treated dropwise over 10 min. with a solution of 3-(5,6-dimethoxybenzo[b]thien-2-yl)-3-oxo-propanoic acid methyl ester (5.0 g) in dry tetrahydrofuran (75 ml). After 30 min. ethylbromoacetate (4.0 ml) was added and the reaction mixture was stirred at room temperature for a further 45 min. and then warmed to 40° C. After 2 hours the suspension was cooled...